Dataset: the Open Reaction Database (ORD), a public repository of structured organic reaction records. Task: describe an organic reaction: reactants, conditions, products, and yield Reactants: CCC=CCCCCCCCC (3-dodecene), 25, resultant material, [OH-].[Na+] (NaOH), solution, OO (H2O2), resultant material, resultant material, [Na+].[Cl-] (NaCl). The solvent is C1CCOC1 (THF), O (water), O (water), O (water), C1CCOC1 (THF), CCOCC (ether), 100. Yields the product hydroxy, CCCCCCCCCCCC (dodecane). The yield is 94.0%. As a reaction SMILES: [CH3:1][CH2:2][CH:3]=[CH:4][CH2:5][CH2:6][CH2:7][CH2:8][CH2:9][CH2:10][CH2:11][CH3:12].[OH-].[Na+].OO.[Na+].[Cl-]>CCOCC.O.C1COCC1>[CH3:12][CH2:11][CH2:10][CH2:9][CH2:8][CH2:7][CH2:6][CH2:5][CH2:4][CH2:3][CH2:2][CH3:1] |f:1.2,4.5|. Reported procedure: 8-tertial-buthytoxycarboniltetracyclo[4.4.0.12,5.17,10 ]-3-dodecene of 10 grams was mixed with dry THF of 25 milli-litter in a 200 milli-litter four-port flask, and the resultant material was cooled to 0 degree in centigrade. The ambience was replaced with argon, and THF solution of 1M boran-THF complex was dropped into the flask by 20 milli-litter. The solution was agitated at 0 degrees in centigrade for an hour and at room temperature for an hour. The resultant material was cooled to 0 degree ... The solvent is CCOCC (ether). The yield is 85.3%. Reagents/catalysts: C(C)(C)(C)C1=C(C(O)=CC=C1)O (tert.-butylcatechol), C1=CC(=CC=C1N)N (p-phenylenediamine), C(C)(C)(C)C1=C(C(O)=CC=C1)O (tert.-butylcatechol). Reactants: N(C(=O)C)CCC1=CC=C(C=C1)CCNC(=O)C (1,4-bis(2-acetaminoethyl)benzene), potassium tert.-butylate, O1CCOCCOCCOCCOCCOCC1 (1,4,7,10,13,16-hexaoxacyclooctadecane), mixture, phenoxydiphenyl ethers. Reported procedure: Under N2, 248.3 g (1 mol) of 1,4-bis(2-acetaminoethyl)benzene, 11.2 g (100 mmol) of potassium tert.-butylate, 95% pure, 26.4 g (100 mmol) of 1,4,7,10,13,16-hexaoxacyclooctadecane (18-crown-6), 250 g of a mixture of isomeric phenoxydiphenyl ethers, 250 mg of tert.-butylcatechol and 250 mg of p-phenylenediamine are initially introduced into a distillation apparatus analogous to Example 1. An additional 250 mg of tert.-butylcatechol are placed in the distillation receiver. After a vacuum of 10 mbar... Yields the product C(=C)C1=CC=C(C=C1)C=C (p-divinylbenzene). Reaction conditions: temperature 210 celsius, time 1.5 hour. Reaction SMILES: N([CH2:5][CH2:6][C:7]1[CH:12]=[CH:11][C:10]([CH2:13][CH2:14]NC(C)=O)=[CH:9][CH:8]=1)C(C)=O.O1CCOCCOCCOCCOCCOCC1>CCOCC.C(C1C=CC=C(O)C=1O)(C)(C)C.C1C(N)=CC=C(N)C=1>[CH:6]([C:7]1[CH:12]=[CH:11][C:10]([CH:13]=[CH2:14])=[CH:9][CH:8]=1)=[CH2:5]. Reactants: FC=1C=C(C=CC1C(=O)O)B(O)O (3-Fluoro-4-carboxy-phenylboronic acid), OC(C)(C)C(C)(C)O (pinacol). Solvent: C1(=CC=CC=C1)C.CCO (Toluene EtOH). Yields the product FC1=C(C(=O)O)C=CC(=C1)B1OC(C(O1)(C)C)(C)C (2-Fluoro-4-(4,4,5,5-tetramethyl-[1,3,2]dioxaborolan-2-yl)-benzoic acid). Reaction SMILES: [F:1][C:2]1[CH:3]=[C:4]([B:11]([OH:13])[OH:12])[CH:5]=[CH:6][C:7]=1[C:8]([OH:10])=[O:9].O[C:15]([C:18](O)([CH3:20])[CH3:19])([CH3:17])[CH3:16]>C1(C)C=CC=CC=1.CCO>[F:1][C:2]1[CH:3]=[C:4]([B:11]2[O:13][C:18]([CH3:20])([CH3:19])[C:15]([CH3:17])([CH3:16])[O:12]2)[CH:5]=[CH:6][C:7]=1[C:8]([OH:10])=[O:9] |f:2.3|. Procedure: 3-Fluoro-4-carboxy-phenylboronic acid (CAS 120153-08-4) (1.0 g, 5.4 mmol) and pinacol (0.645 g, 5.4 mmol) were stirred in Toluene/EtOH (1:1) (30 ml) with heating to give a thick white slurry. The mixture was concentrated under reduced pressure, toluene (30 ml) was added and the mixture was again concentrated under reduced pressure to a white solid. LCMS (−ve ion mode) showed a single peak trace with 265 (M−H RP). The material was dried under high vacuum overnight to give 1.42 g. The reactants are C(C)I (ethyl iodide), C(C)(C)C1=NN2C(C=CC=C2)=C1C(C(C)C)=O (2-isopropyl-3-isobutyrylpyrazolo[1,5-a]pyridine), [Cl-].[NH4+] (ammonium chloride), [Mg] (magnesium). Solvent: CCOCC (ether), C1=CC=CC=C1 (benzene), CCOCC (ether). Yields the product C(C)(C)C1=NN2C(C=CC=C2)=C1C(C(C)C)(CC)O (2-Isopropyl-3-(1-hydroxy-1-ethyl-2-methylpropyl)pyrazolo[1,5-a]pyridine). RXN SMILES: [Mg].[CH2:2](I)[CH3:3].[CH:5]([C:8]1[C:16]([C:17](=[O:21])[CH:18]([CH3:20])[CH3:19])=[C:11]2[CH:12]=[CH:13][CH:14]=[CH:15][N:10]2[N:9]=1)([CH3:7])[CH3:6].[Cl-].[NH4+]>CCOCC.C1C=CC=CC=1>[CH:5]([C:8]1[C:16]([C:17]([OH:21])([CH2:2][CH3:3])[CH:18]([CH3:20])[CH3:19])=[C:11]2[CH:12]=[CH:13][CH:14]=[CH:15][N:10]2[N:9]=1)([CH3:7])[CH3:6] |f:3.4|. Procedure: To a suspension of 1.32 g of magnesium in 10 ml of dry ether was gradually added a solution of 17 g of ethyl iodide in 15 ml of dry ether with stirring. After the addition was completed, the stirring was continued for an hour at room temperature. To the mixture was gradually added a solution of 2.5 g of 2-isopropyl-3-isobutyrylpyrazolo[1,5-a]pyridine in 10 ml of dry benzene under stirring. The mixture was stirred for an hour at room temperature, treated with 150 ml of aqueous 20% ammonium chlori... Reactants: C(=O)C1=CC(=C(OC2=NC=C(C(=O)N)C=C2)C=C1)OC (6-(4-formyl-2-methoxyphenoxy)nicotinamide), C(CC(C)C)N (isoamylamine). The product is COC1=C(OC2=NC=C(C(=O)N)C=C2)C=CC(=C1)CNCCC(C)C (6-{2-Methoxy-4-[(3-methylbutylamino)methyl]phenoxy}nicotinamide). Isolated yield 30.4%. RXN SMILES: [CH:1]([C:3]1[CH:18]=[CH:17][C:6]([O:7][C:8]2[CH:16]=[CH:15][C:11]([C:12]([NH2:14])=[O:13])=[CH:10][N:9]=2)=[C:5]([O:19][CH3:20])[CH:4]=1)=O.[CH2:21]([NH2:26])[CH2:22][CH:23]([CH3:25])[CH3:24]>>[CH3:20][O:19][C:5]1[CH:4]=[C:3]([CH2:1][NH:26][CH2:21][CH2:22][CH:23]([CH3:25])[CH3:24])[CH:18]=[CH:17][C:6]=1[O:7][C:8]1[CH:16]=[CH:15][C:11]([C:12]([NH2:14])=[O:13])=[CH:10][N:9]=1. Reported procedure: Using a method similar to Example 405, a reaction of 6-(4-formyl-2-methoxyphenoxy)nicotinamide (0.0423 g, 0.155 mmol) and isoamylamine (0.020 g, 0.171 mmol) gives the title compound (0.0162 g, 30.3%): TOF MS ES+ 344.2 (M+H)+, HRMS calcd for C19H26N3O3 344.1974 (M+H)+, found 344.1949, time 0.39 min; HPLC [YMC-Pack Pro C-18 (150×4.6 mm, S-5 microm), 0.1% TFA/acetonitrile in 0.1% TFA/water at 1.0 mL/min, 20-99% over 23 min], tR=5.9 min, 100% purity.